Dataset: the Open Reaction Database (ORD), a public repository of structured organic reaction records. Task: describe an organic reaction: reactants, conditions, products, and yield Starting materials: [Si](C)(C)(C(C)(C)C)OCC(CO[Si](C)(C)C(C)(C)C)NC(=O)C1=CC=C2C=C(NC2=C1)C(=O)OC (N-[1,3-bis(t-butyldimethylsilyloxy)-2-propyl]-2-(methoxycarbonyl)indole-6-carboxamide), [F-].C(CCC)[N+](CCCC)(CCCC)CCCC (tetrabutylammonium fluoride), solution. The solvent is C1CCOC1 (THF), C1CCOC1 (THF). Product: OCC(CO)NC(=O)C1=CC=C2C=C(NC2=C1)C(=O)OC (N-(1,3-dihydroxy-2-propyl)-2-(methoxycarbonyl)indole-6-carboxamide). Isolated yield 73.0%. Reaction SMILES: [Si]([O:8][CH2:9][CH:10]([NH:20][C:21]([C:23]1[CH:31]=[C:30]2[C:26]([CH:27]=[C:28]([C:32]([O:34][CH3:35])=[O:33])[NH:29]2)=[CH:25][CH:24]=1)=[O:22])[CH2:11][O:12][Si](C(C)(C)C)(C)C)(C(C)(C)C)(C)C.[F-].C([N+](CCCC)(CCCC)CCCC)CCC>C1COCC1>[OH:8][CH2:9][CH:10]([NH:20][C:21]([C:23]1[CH:31]=[C:30]2[C:26]([CH:27]=[C:28]([C:32]([O:34][CH3:35])=[O:33])[NH:29]2)=[CH:25][CH:24]=1)=[O:22])[CH2:11][OH:12] |f:1.2|. Procedure: A solution of N-[1,3-bis(t-butyldimethylsilyloxy)-2-propyl]-2-(methoxycarbonyl)indole-6-carboxamide (744 mg, 1.43 mmol) and tetrabutylammonium fluoride (2.9 mL of a 1M solution in THF, 2.9 mmol) in THF (20 mL) was stirred at 20° C. for 80 min and evaporated. The residue was crystallised from MeOH (10 mL) giving N-(1,3-dihydroxy-2-propyl)-2-(methoxycarbonyl)indole-6-carboxamide as a white solid (305 mg, 73%), mp 205-207° C. Dry column chromatography of the mother liquor (eluting with 20:1 EtOAc:M...